From a dataset of the Open Reaction Database (ORD), a public repository of structured organic reaction records. describe an organic reaction: reactants, conditions, products, and yield Starting materials: OC=1C(=NC=2C=C(C3=C(C2N1)CCCC3)[N+](=O)[O-])O (7,8,9,10-tetrahydro-2,3-dihydroxy-6-nitrobenzo(f)quinoxaline). The reagents and catalysts are [Pd] (palladium-on-charcoal). Solvent: CN(C=O)C (N,N-dimethylformamide). The product is NC=1C2=C(C=3N=C(C(=NC3C1)O)O)CCCC2 (6-Amino-7,8,9,10-tetrahydro-2,3-dihydroxybenzo(f)quinoxaline). RXN SMILES: [OH:1][C:2]1[C:3]([OH:19])=[N:4][C:5]2[CH:6]=[C:7]([N+:16]([O-])=O)[C:8]3[CH2:15][CH2:14][CH2:13][CH2:12][C:9]=3[C:10]=2[N:11]=1>CN(C)C=O.[Pd]>[NH2:16][C:7]1[C:8]2[CH2:15][CH2:14][CH2:13][CH2:12][C:9]=2[C:10]2[N:11]=[C:2]([OH:1])[C:3]([OH:19])=[N:4][C:5]=2[CH:6]=1. Procedure details: A solution of 7,8,9,10-tetrahydro-2,3-dihydroxy-6-nitrobenzo(f)quinoxaline (1.5 g, 5.7 mmol) in 50 ml of N,N-dimethylformamide was hydrogenated at atmospheric pressure and room temperature in the presence of 5% palladium-on-charcoal. The catalyst was filtered off, and the filtrate was evaporated to dryness. The residue was triturated with water, the solid was collected and washed with water, and ethanol affording 1.2 g (90%) of the amino compound. Reactants: ClC1=NC(=C2N=CN(C2=N1)C1CCCC1)Cl (2,6-dichloro-9-cyclopentylpurine), NCC1CCCCC1 (aminomethylcyclohexane). Run in C(C)N(CC)CC (triethylamine). Yields the product ClC1=NC(=C2N=CN(C2=N1)C1CCCC1)NCC1CCCCC1 (2-Chloro-6-[(cyclohexyl)methylamino]-9-cyclopentylpurine). Reaction SMILES: [Cl:1][C:2]1[N:10]=[C:9]2[C:5]([N:6]=[CH:7][N:8]2[CH:11]2[CH2:15][CH2:14][CH2:13][CH2:12]2)=[C:4](Cl)[N:3]=1.[NH2:17][CH2:18][CH:19]1[CH2:24][CH2:23][CH2:22][CH2:21][CH2:20]1>C(N(CC)CC)C>[Cl:1][C:2]1[N:10]=[C:9]2[C:5]([N:6]=[CH:7][N:8]2[CH:11]2[CH2:15][CH2:14][CH2:13][CH2:12]2)=[C:4]([NH:17][CH2:18][CH:19]2[CH2:24][CH2:23][CH2:22][CH2:21][CH2:20]2)[N:3]=1. Reported procedure: 2-Chloro-6-[(cyclohexyl)methylamino]-9-cyclopentylpurine is prepared from 2,6-dichloro-9-cyclopentylpurine, aminomethylcyclohexane, and triethylamine essentially as described above in Example 1, Scheme A, step b. Reactants: NC(C(=O)[O-])(CF)N (2,2-diamino-3-fluoro-propionate), O.FCC(C(=O)O)=O (fluoropyruvic acid hydrate), NC(C(=O)O)(CF)O (2-amino-2-hydroxy-3-fluoro-propionic acid). The product is NC(C(=O)[O-])(CF)N (2,2-diamino-3-fluoro-propionate), NC(C(=O)[O-])(CF)O (2-amino-2-hydroxy-3-fluoro-propionate). RXN SMILES: O.FCC(=O)C(O)=O.[NH2:9][C:10]([OH:16])([CH2:14][F:15])[C:11]([OH:13])=[O:12].[NH2:17][C:18]([NH2:24])([CH2:22][F:23])[C:19]([O-:21])=[O:20]>>[NH2:17][C:18]([NH2:24])([CH2:22][F:23])[C:19]([O-:21])=[O:20].[NH2:9][C:10]([OH:16])([CH2:14][F:15])[C:11]([O-:13])=[O:12] |f:0.1|. Procedure: This reductive amination reaction is conveniently conducted by first equilibrating a salt of fluoropyruvic acid hydrate (e.g. lithium 2,2-dihydroxy-3-fluoro-propionate) in aqueous ammoniacal solution with formation of the corresponding salt of 2-amino-2-hydroxy-3-fluoro-propionic acid (e.g. lithium, sodium or ammonium 2-amino-2-hydroxy-3-fluoro-propionate) and the salt of 2,2-diamino-3-fluoro-propionate; the equilibrium ratio of 2,2-diamino-3-fluoro-propionate to 2-amino-2-hydroxy-3-fluoro-propi... The reactants are O=C(NC(Cc1ccc(O)cc1)C(=O)O)OCc1ccccc1, ClCCl, O=S(=O)(Cl)C(F)(F)F, c1ccncc1. Yields the product O=C(NC(Cc1ccc(OS(=O)(=O)C(F)(F)F)cc1)C(=O)O)OCc1ccccc1. Reaction SMILES: [C:1](=[O:2])([O:3][CH2:4][c:5]1[cH:6][cH:7][cH:8][cH:9][cH:10]1)[NH:11][CH:12]([CH2:13][c:14]1[cH:15][cH:16][c:17]([OH:20])[cH:18][cH:19]1)[C:21](=[O:22])[OH:23].[CH2:38]([Cl:39])[Cl:40].[F:30][C:31]([S:32](=[O:33])(=[O:34])[Cl:35])([F:36])[F:37].[cH:24]1[cH:25][cH:26][n:27][cH:28][cH:29]1>>[C:1](=[O:2])([O:3][CH2:4][c:5]1[cH:6][cH:7][cH:8][cH:9][cH:10]1)[NH:11][CH:12]([CH2:13][c:14]1[cH:15][cH:16][c:17]([O:20][S:32]([C:31]([F:30])([F:36])[F:37])(=[O:33])=[O:34])[cH:18][cH:19]1)[C:21](=[O:22])[OH:23]. Reactants: ClC=1C=C(C(=NC1)C(=O)Cl)NS(=O)(=O)C1=CC(=C(C=C1)Cl)C(F)(F)F (5-chloro-3-(4-chloro-3-trifluoromethyl-benzenesulfonylamino)-pyridine-2-carbonyl chloride), C(C)(C)(C)OC(NC1=NC(=CC=C1)NCC)=O ((6-ethylamino-pyridin-2-yl)-carbamic acid tert-butyl ester). Product: NC1=CC=CC(=N1)N(C(=O)C1=NC=C(C=C1NS(=O)(=O)C1=CC(=C(C=C1)Cl)C(F)(F)F)Cl)CC (5-Chloro-3-(4-chloro-3-trifluoromethyl-benzenesulfonylamino)-pyridine-2-carboxylic acid (6-amino-pyridin-2-yl)-ethyl-amide). As a reaction SMILES: [Cl:1][C:2]1[CH:3]=[C:4]([NH:11][S:12]([C:15]2[CH:20]=[CH:19][C:18]([Cl:21])=[C:17]([C:22]([F:25])([F:24])[F:23])[CH:16]=2)(=[O:14])=[O:13])[C:5]([C:8](Cl)=[O:9])=[N:6][CH:7]=1.C(OC(=O)[NH:32][C:33]1[CH:38]=[CH:37][CH:36]=[C:35]([NH:39][CH2:40][CH3:41])[N:34]=1)(C)(C)C>>[NH2:32][C:33]1[N:34]=[C:35]([N:39]([CH2:40][CH3:41])[C:8]([C:5]2[C:4]([NH:11][S:12]([C:15]3[CH:20]=[CH:19][C:18]([Cl:21])=[C:17]([C:22]([F:24])([F:23])[F:25])[CH:16]=3)(=[O:13])=[O:14])=[CH:3][C:2]([Cl:1])=[CH:7][N:6]=2)=[O:9])[CH:36]=[CH:37][CH:38]=1. Reported procedure: The title compound was prepared by procedure analogous to that described in example 325, step 2 using 5-chloro-3-(4-chloro-3-trifluoromethyl-benzenesulfonylamino)-pyridine-2-carbonyl chloride and (6-ethylamino-pyridin-2-yl)-carbamic acid tert-butyl ester.